Dataset: the Open Reaction Database (ORD), a public repository of structured organic reaction records. Task: describe an organic reaction: reactants, conditions, products, and yield The reactants are [Cl-].[NH4+] (ammonium chloride), O[C@@H]1[C@H](CCCC1)N1C=NC2=C3C(=CC=C2C1=O)C=CC=C3 (3-[(1S,2S)-2-hydroxycyclohexyl]benzo[h]quinazolin-4(3H)-one), O[C@H]1[C@@H](CCCC1)N1C=NC2=C3C(=C(C=C2C1=O)CC=1C=CC(=NC1)C=O)C=CC=C3 (rac-5-({3-[trans-2-hydroxycyclohexyl]-4-oxo-3,4-dihydrobenzo[h]quinazolin-6-yl}methyl)pyridine-2-carbaldehyde), [BH4-].[Na+] (sodium borohydride). Solvent: CO (MeOH). Run at time 1 hour. Yields the product O[C@H]1[C@@H](CCCC1)N1C=NC2=C3C(=C(C=C2C1=O)CC=1C=CC(=NC1)C=O)C=CC=C3 (Rac-5-({3-[trans-2-hydroxycyclohexyl]-4-oxo-3,4-dihydrobenzo[h]quinazolin-6-yl}methyl)pyridine-2-carbaldehyde), O[C@H]1[C@@H](CCCC1)N1C=NC2=C3C(=C(C=C2C1=O)CC=1C=NC(=CC1)CO)C=CC=C3 (rac-3-[trans-2-hydroxycyclohexyl]-6-{[6-(hydroxymethyl)pyridine-3-yl]methyl}benzo[h]quinazolin-4(3H)-one). RXN SMILES: O[C@H]1CCCC[C@@H]1N1C(=O)C2C(=C3C=CC=CC3=CC=2)N=C1.[OH:23][C@@H:24]1[CH2:29][CH2:28][CH2:27][CH2:26][C@H:25]1[N:30]1[C:39](=[O:40])[C:38]2[C:33](=[C:34]3[CH:53]=[CH:52][CH:51]=[CH:50][C:35]3=[C:36]([CH2:41][C:42]3[CH:43]=[CH:44][C:45]([CH:48]=[O:49])=[N:46][CH:47]=3)[CH:37]=2)[N:32]=[CH:31]1.[BH4-].[Na+].[Cl-].[NH4+]>CO>[OH:23][C@@H:24]1[CH2:29][CH2:28][CH2:27][CH2:26][C@H:25]1[N:30]1[C:39](=[O:40])[C:38]2[C:33](=[C:34]3[CH:53]=[CH:52][CH:51]=[CH:50][C:35]3=[C:36]([CH2:41][C:42]3[CH:43]=[CH:44][C:45]([CH:48]=[O:49])=[N:46][CH:47]=3)[CH:37]=2)[N:32]=[CH:31]1.[OH:23][C@@H:24]1[CH2:29][CH2:28][CH2:27][CH2:26][C@H:25]1[N:30]1[C:39](=[O:40])[C:38]2[C:33](=[C:34]3[CH:53]=[CH:52][CH:51]=[CH:50][C:35]3=[C:36]([CH2:41][C:42]3[CH:47]=[N:46][C:45]([CH2:48][OH:49])=[CH:44][CH:43]=3)[CH:37]=2)[N:32]=[CH:31]1 |f:2.3,4.5|. Procedure details: Rac-5-({3-[trans-2-hydroxycyclohexyl]-4-oxo-3,4-dihydrobenzo[h]quinazolin-6-yl}methyl)pyridine-2-carbaldehyde was prepared by the same procedure as described for the synthesis of 6-[6-acetylpyridin-3-yl)methyl]-3-[(1S,2S)-2-hydroxycyclohexyl]benzo[h]quinazolin-4(3H)-one in Example 14. To a solution of rac-5-({3-[trans-2-hydroxycyclohexyl]-4-oxo-3,4-dihydrobenzo[h]quinazolin-6-yl}methyl)pyridine-2-carbaldehyde (0.070 g, 0.17 mmol) in 3 mL of MeOH was added sodium borohydride (0.0096 g, 0.25 mmol)... Procedure: Sodium hydride (60%, oily, 200.0 mg) was added to a solution of 1-[4-[2-[N-methyl-N-(2-pyridyl)amino]ethoxy]benzyl]-4-phenylpyrrole-3-carbaldehyde (1.35 g) and ethyl diethylphosphonoacetate (1.10 g) in N,N-dimethylformamide (30 ml) at 0° C., and the mixture was stirred at room temperature for 1 hour. The reaction mixture was poured into ice water, then neutralized using 2N hydrochloric acid, which was extracted with ethyl acetate. The ethyl acetate layer was washed with water, then with saturate... As a reaction SMILES: [H-].[Na+].[CH3:3][N:4]([CH2:11][CH2:12][O:13][C:14]1[CH:33]=[CH:32][C:17]([CH2:18][N:19]2[CH:23]=[C:22]([C:24]3[CH:29]=[CH:28][CH:27]=[CH:26][CH:25]=3)[C:21]([CH:30]=O)=[CH:20]2)=[CH:16][CH:15]=1)[C:5]1[CH:10]=[CH:9][CH:8]=[CH:7][N:6]=1.C(OP([CH2:42][C:43]([O:45][CH2:46][CH3:47])=[O:44])(OCC)=O)C.Cl>CN(C)C=O>[CH3:3][N:4]([CH2:11][CH2:12][O:13][C:14]1[CH:33]=[CH:32][C:17]([CH2:18][N:19]2[CH:23]=[C:22]([C:24]3[CH:25]=[CH:26][CH:27]=[CH:28][CH:29]=3)[C:21](/[CH:30]=[CH:42]/[C:43]([O:45][CH2:46][CH3:47])=[O:44])=[CH:20]2)=[CH:16][CH:15]=1)[C:5]1[CH:10]=[CH:9][CH:8]=[CH:7][N:6]=1 |f:0.1|. Run in CN(C=O)C (N,N-dimethylformamide). Yields the product CN(C1=NC=CC=C1)CCOC1=CC=C(CN2C=C(C(=C2)C2=CC=CC=C2)/C=C/C(=O)OCC)C=C1 (ethyl (E)-3-[1-[4-[2-[N-methyl-N-(2-pyridyl)amino]ethoxy]benzyl]-4-phenyl-3-pyrrolyl]propenoate). Reactants: ice water, [H-].[Na+] (Sodium hydride), CN(C1=NC=CC=C1)CCOC1=CC=C(CN2C=C(C(=C2)C2=CC=CC=C2)C=O)C=C1 (1-[4-[2-[N-methyl-N-(2-pyridyl)amino]ethoxy]benzyl]-4-phenylpyrrole-3-carbaldehyde), C(C)OP(=O)(OCC)CC(=O)OCC (ethyl diethylphosphonoacetate), Cl (hydrochloric acid). Run at time 1 hour. The yield is 85.4%. The reactants are BrB(Br)Br, ClCCl, CCn1nnn(-c2cc(OC)c(Cl)cc2Cl)c1=O. Yields the product CCn1nnn(-c2cc(O)c(Cl)cc2Cl)c1=O. RXN SMILES: [B:19]([Br:20])([Br:21])[Br:22].[CH2:23]([Cl:24])[Cl:25].[Cl:1][c:2]1[c:3](-[n:11]2[n:12][n:13][n:14]([CH2:17][CH3:18])[c:15]2=[O:16])[cH:4][c:5]([O:9][CH3:10])[c:6]([Cl:8])[cH:7]1>>[Cl:1][c:2]1[c:3](-[n:11]2[n:12][n:13][n:14]([CH2:17][CH3:18])[c:15]2=[O:16])[cH:4][c:5]([OH:9])[c:6]([Cl:8])[cH:7]1. Starting materials: CN(C=O)C (dimethyl formamide), [F-].[K+] (potassium fluoride), ClC1=C(C=C(C=C1)[N+](=O)[O-])C(=O)C1=C(C=CC=C1)Cl ((2-chloro-5-nitrophenyl)(2-chlorophenyl)methanone). The solvent is C1(=CC=CC=C1)C (toluene). Yields the product [N+](=O)([O-])C1=CC=2C(C3=CC=CC=C3OC2C=C1)=O (2-nitroxanthene-9-one). As a reaction SMILES: CN(C)C=[O:4].[F-].[K+].Cl[C:9]1[CH:14]=[CH:13][C:12]([N+:15]([O-:17])=[O:16])=[CH:11][C:10]=1[C:18]([C:20]1[CH:25]=[CH:24][CH:23]=[CH:22][C:21]=1Cl)=[O:19]>C1(C)C=CC=CC=1>[N+:15]([C:12]1[CH:13]=[CH:14][C:9]2[O:4][C:21]3[C:20](=[CH:25][CH:24]=[CH:23][CH:22]=3)[C:18](=[O:19])[C:10]=2[CH:11]=1)([O-:17])=[O:16] |f:1.2|. Procedure details: A mixture of 900 mL of dimethyl formamide, 165 mL of toluene, 65.6 g (1.13 mol) of anhydrous potassium fluoride, and 74.6 g (0.252 mol) of (2-chloro-5-nitrophenyl)(2-chlorophenyl)methanone was stirred and heated to reflux. It was dried by distilling out 170 mL of distillate, and then heated under reflux overnight. It was cooled in an ice bath and diluted with 1 l of water and 100 mL of hexane. After 1 hr the gold-colored precipitate was collected and dissolved in 300 mL of methylene chloride. Th... Starting materials: CCO, [H][H], NNc1ccc(-c2cccc(C(F)(F)F)c2)nn1, O. Yields the product Nc1ccc(-c2cccc(C(F)(F)F)c2)nn1. RXN SMILES: [CH3:19][CH2:20][OH:21].[H:22][H:23].[NH:1]([NH2:2])[c:3]1[n:4][n:5][c:6](-[c:9]2[cH:10][c:11]([C:15]([F:16])([F:17])[F:18])[cH:12][cH:13][cH:14]2)[cH:7][cH:8]1.[OH2:24]>>[NH2:1][c:3]1[n:4][n:5][c:6](-[c:9]2[cH:10][c:11]([C:15]([F:16])([F:17])[F:18])[cH:12][cH:13][cH:14]2)[cH:7][cH:8]1. The reactants are BrN1C(CCC1=O)=O (N-bromosuccinimide), C(C)(C)(C)N(C(OC(C)(C)C)=O)C1=CC=2OCCC3=C(C2C=N1)SC=C3 (tert-butyl tert-butyl(4,5-dihydropyrido[4,3-b]thieno[2,3-d]oxepin-8-yl)carbamate). The solvent is CN(C=O)C (dimethylformamide), CN(C=O)C (dimethylformamide). Reaction conditions: time 18 hour. The product is BrC1=CC2=C(C3=C(OCC2)C=C(N=C3)N(C(OC(C)(C)C)=O)C(C)(C)C)S1 (tert-butyl 2-bromo-4,5-dihydropyrido[4,3-b]thieno[2,3-d]oxepin-8-yl(tert-butyl)carbamate). Reaction SMILES: [Br:1]N1C(=O)CCC1=O.[C:9]([N:13]([C:21]1[N:31]=[CH:30][C:29]2[C:28]3[S:32][CH:33]=[CH:34][C:27]=3[CH2:26][CH2:25][O:24][C:23]=2[CH:22]=1)[C:14](=[O:20])[O:15][C:16]([CH3:19])([CH3:18])[CH3:17])([CH3:12])([CH3:11])[CH3:10]>CN(C)C=O>[Br:1][C:33]1[S:32][C:28]2[C:29]3[CH:30]=[N:31][C:21]([N:13]([C:9]([CH3:10])([CH3:11])[CH3:12])[C:14](=[O:20])[O:15][C:16]([CH3:19])([CH3:18])[CH3:17])=[CH:22][C:23]=3[O:24][CH2:25][CH2:26][C:27]=2[CH:34]=1. Reported procedure: A solution of N-bromosuccinimide (59 mg, 0.33 mmol) in 1 ml of dimethylformamide was added dropwise to a solution of tert-butyl tert-butyl(4,5-dihydropyrido[4,3-b]thieno[2,3-d]oxepin-8-yl)carbamate (120 mg, 0.32 mmol) in 2 ml of dimethylformamide (DMF). The reaction mixture was stirred for 18 hours, concentrated in vacuum and partitioned between water and ethyl acetate. The organic layer was washed with water, brine, dried over sodium sulfate and concentrated in vacuum to give tert-butyl 2-bromo... Reactants: C(C)(C)(C)OC(=O)NC=1C=CC2=C(N(C(=N2)CCC)CC2=C(C=CC=C2)Cl)C1 (6-tert-butoxycarbonylamino-1-(2-chlorobenzyl)-2-n-propylbenzimidazole). The solvent is C(Cl)Cl (methylene chloride), FC(C(=O)O)(F)F (trifluoroacetic acid), C(Cl)Cl (methylene chloride). Reaction conditions: time 5 hour. Yields the product NC=1C=CC2=C(N(C(=N2)CCC)CC2=C(C=CC=C2)Cl)C1 (6-amino-1-(2-chlorobenzyl)-2-n-propylbenzimidazole). The yield is 86.7%. RXN SMILES: C(OC([NH:8][C:9]1[CH:10]=[CH:11][C:12]2[N:16]=[C:15]([CH2:17][CH2:18][CH3:19])[N:14]([CH2:20][C:21]3[CH:26]=[CH:25][CH:24]=[CH:23][C:22]=3[Cl:27])[C:13]=2[CH:28]=1)=O)(C)(C)C>C(Cl)Cl.FC(F)(F)C(O)=O>[NH2:8][C:9]1[CH:10]=[CH:11][C:12]2[N:16]=[C:15]([CH2:17][CH2:18][CH3:19])[N:14]([CH2:20][C:21]3[CH:26]=[CH:25][CH:24]=[CH:23][C:22]=3[Cl:27])[C:13]=2[CH:28]=1. Procedure: Seven-hundred milligrams of 6-tert-butoxycarbonylamino-1-(2-chlorobenzyl)-2-n-propylbenzimidazole were dissolved in a mixed solvent of 10 ml of methylene chloride and 1 ml of trifluoroacetic acid, and the mixture was stirred at room temperature for 5 hours. A small amount of methylene chloride was added to the reaction solution. The mixture was washed with a sodium carbonate aqueous solution, and was dried. The solvent was then distilled off. The residue was crystallized from a mixed solvent of ... The reactants are C(C1CO1)N1C=CC2=C(C=CC=C12)OC (1-N-glycidyl-4-methoxyindole), N1CCC(C=C1)C1=CNC2=CC=CC=C12 (3-(4-tetrahydropyridinyl)indole). Yields the product N1C=C(C2=CC=CC=C12)C=1CCN(CC1)CC(CN1C=CC2=C(C=CC=C12)OC)O (1-[4-(1H-Indol-3-yl)-3,6-dihydro-2H-pyridin-1-yl]-3-(4-methoxy-indol-1-yl)-propan-2-ol). Isolated yield 60.6%. Reaction SMILES: [CH2:1]([N:5]1[C:13]2[C:8](=[C:9]([O:14][CH3:15])[CH:10]=[CH:11][CH:12]=2)[CH:7]=[CH:6]1)[CH:2]1[O:4][CH2:3]1.[NH:16]1[CH:21]=[CH:20][CH:19]([C:22]2[C:30]3[C:25](=[CH:26][CH:27]=[CH:28][CH:29]=3)[NH:24][CH:23]=2)[CH2:18][CH2:17]1>>[NH:24]1[C:25]2[C:30](=[CH:29][CH:28]=[CH:27][CH:26]=2)[C:22]([C:19]2[CH2:20][CH2:21][N:16]([CH2:3][CH:2]([OH:4])[CH2:1][N:5]3[C:13]4[C:8](=[C:9]([O:14][CH3:15])[CH:10]=[CH:11][CH:12]=4)[CH:7]=[CH:6]3)[CH2:17][CH:18]=2)=[CH:23]1. Reported procedure: A methanolic solution of 1-N-glycidyl-4-methoxyindole (0.6 g, 3.0 mmole) from example 2 and 3-(4-tetrahydropyridinyl)indole (0.59 g, 3.0 mmole) was refluxed under nitrogen for 15 hours. The reaction mixture was concentrated in vacuo and the product purified by flash silica gel chromatography (ethyl acetate) to afford the titled compound as a yellow colored solid (0.73 g, 60% yield). Treatment with a 0.25M ethanolic solution of fumaric acid (0.5 equivalents) gave the required product as a yellow ... Reactants: CCOC(=O)Cc1nc(Cl)ccc1Cl, NCC(F)(F)c1ccccc1, [K+], [K+], [K+], CC(=O)[O-], CC(=O)[O-], O=P([O-])([O-])[O-], [Pd+2], c1ccc(-c2ccccc2P(C2CCCCC2)C2CCCCC2)cc1. Yields the product CCOC(=O)Cc1nc(NCC(F)(F)c2ccccc2)ccc1Cl. RXN SMILES: [CH2:1]([CH3:2])[O:3][C:4]([CH2:5][c:6]1[n:7][c:8]([Cl:13])[cH:9][cH:10][c:11]1[Cl:12])=[O:14].[F:15][C:16]([CH2:17][NH2:18])([c:19]1[cH:20][cH:21][cH:22][cH:23][cH:24]1)[F:25].[K+:31].[K+:32].[K+:33].[O-:60][C:61]([CH3:62])=[O:63].[O-:64][C:65]([CH3:66])=[O:67].[P:26]([O-:27])([O-:28])([O-:29])=[O:30].[Pd+2:59].[c:34]1(-[c:35]2[cH:36][cH:37][cH:38][cH:39][cH:40]2)[cH:41][cH:42][cH:43][cH:44][c:45]1[P:46]([CH:47]1[CH2:48][CH2:49][CH2:50][CH2:51][CH2:52]1)[CH:53]1[CH2:54][CH2:55][CH2:56][CH2:57][CH2:58]1>>[CH2:1]([CH3:2])[O:3][C:4]([CH2:5][c:6]1[n:7][c:8]([NH:18][CH2:17][C:16]([F:15])([c:19]2[cH:20][cH:21][cH:22][cH:23][cH:24]2)[F:25])[cH:9][cH:10][c:11]1[Cl:12])=[O:14]. The reactants are C(C)(C)(C)OC(=O)N1C[C@@H](NCC1)C ((3S)-1-tert-butyloxycarbonyl-3-methylpiperazine), Example 1 ( 2 ), Cl.CC1N(C(CNC1)C)C1=NC=CC=N1 (2-(2,6-dimethylpiperazin-1-yl)pyrimidine hydrochloride). Product: Cl.C[C@H]1CNCCN1C1=NC=CC=N1 ((3S)-3-methyl-4-pyrimidin-2-ylpiperazine hydrochloride). As a reaction SMILES: C(OC(N1CCN[C@@H](C)C1)=O)(C)(C)C.[ClH:15].[CH3:16][CH:17]1[CH2:22][NH:21][CH2:20][CH:19](C)[N:18]1[C:24]1[N:29]=[CH:28][CH:27]=[CH:26][N:25]=1>>[ClH:15].[CH3:16][C@@H:17]1[N:18]([C:24]2[N:25]=[CH:26][CH:27]=[CH:28][N:29]=2)[CH2:19][CH2:20][NH:21][CH2:22]1 |f:1.2,3.4|. Reported procedure: Using (3S)-1-tert-butyloxycarbonyl-3-methylpiperazine, reactions similar to those in Example 1 (2), (3) were successively performed to give (3S)-3-methyl-4-pyrimidin-2-ylpiperazine hydrochloride, then reactions similar to those in Example 1 (4) were successively performed to give the title compound (216 mg).